From a dataset of the Open Reaction Database (ORD), a public repository of structured organic reaction records. describe an organic reaction: reactants, conditions, products, and yield As a reaction SMILES: [CH3:1][CH:2]([N:4]1[CH:12]([OH:13])[C:11]2[C:6](=[CH:7][CH:8]=[CH:9][CH:10]=2)[C:5]1=O)[CH3:3].C(OCC)(=O)[CH2:16][C:17]([CH3:19])=[O:18]>S(=O)(=O)(O)O>[CH3:3][CH:2]([N:4]1[CH:5]([CH2:16][C:17](=[O:18])[CH3:19])[C:6]2[C:11](=[CH:10][CH:9]=[CH:8][CH:7]=2)[C:12]1=[O:13])[CH3:1]. Isolated yield 50.1%. Run in S(O)(O)(=O)=O (sulfuric acid). The product is CC(C)N1C(C2=CC=CC=C2C1CC(C)=O)=O (1,3-Dihydro-2-(1-methylethyl)-3-(2-oxopropyl)-2H-isoindol-1-one). Reported procedure: A solution of 2-(1-methylethyl)-3-hydroxy-1,3-dihydro-2H-isoindol-1-one (6.1 g, described in Example 12) and ethyl acetoacetate (12.4 g) in conc. sulfuric acid (60 ml) is stirred at 40° C. for 24 hr and poured into ice. The solution is extracted with ethyl acetate and the organic extract is washed with 5% aqueous sodium bicarbonate and water, dried and evaporated. The residue is chromatographed on silica gel using hexane-ethyl acetate (2:3) and the eluates are evaporated to give 3.7 g of the tit... The reactants are CC(C)N1C(C2=CC=CC=C2C1O)=O (2-(1-methylethyl)-3-hydroxy-1,3-dihydro-2H-isoindol-1-one), C(CC(=O)C)(=O)OCC (ethyl acetoacetate). Starting materials: BrC=1C=C(C=CC1)OC (3-bromoanisole), C1(CC1)N (cyclopropylamine), CC(C)([O-])C.[Na+] (sodium t-butoxide), C1=CC=C(C=C1)P(C2=CC=CC=C2)C3=C(C4=CC=CC=C4C=C3)C5=C(C=CC6=CC=CC=C65)P(C7=CC=CC=C7)C8=CC=CC=C8 ((+/−) BINAP). The reagents and catalysts are C=1C=CC(=CC1)/C=C/C(=O)/C=C/C2=CC=CC=C2.C=1C=CC(=CC1)/C=C/C(=O)/C=C/C2=CC=CC=C2.C=1C=CC(=CC1)/C=C/C(=O)/C=C/C2=CC=CC=C2.[Pd].[Pd] (Pd2(dba)3). Run in C1(=CC=CC=C1)C (toluene). Conditions: temperature 80 celsius. The product is C1(CC1)NC1=CC(=CC=C1)OC (N-Cyclopropyl-3-methoxybenzenamine). RXN SMILES: Br[C:2]1[CH:3]=[C:4]([O:8][CH3:9])[CH:5]=[CH:6][CH:7]=1.[CH:10]1([NH2:13])[CH2:12][CH2:11]1.CC(C)([O-])C.[Na+].C1C=CC(P(C2C=CC3C(=CC=CC=3)C=2C2C3C(=CC=CC=3)C=CC=2P(C2C=CC=CC=2)C2C=CC=CC=2)C2C=CC=CC=2)=CC=1>C1(C)C=CC=CC=1.C1C=CC(/C=C/C(/C=C/C2C=CC=CC=2)=O)=CC=1.C1C=CC(/C=C/C(/C=C/C2C=CC=CC=2)=O)=CC=1.C1C=CC(/C=C/C(/C=C/C2C=CC=CC=2)=O)=CC=1.[Pd].[Pd]>[CH:10]1([NH:13][C:2]2[CH:7]=[CH:6][CH:5]=[C:4]([O:8][CH3:9])[CH:3]=2)[CH2:12][CH2:11]1 |f:2.3,6.7.8.9.10|. Reported procedure: To a high-pressure tube was added 3-bromoanisole(0.250 mL, 2 mmol), cyclopropylamine (0.225 mL, 3.2 mmol), sodium t-butoxide (0.29 g, 3.0 mmol), (+/−) BINAP (0.04 g, 0.06 mmol), and Pd2(dba)3 (0.010 g, 0.01 mmol). This mixture was suspended in 4 mL anhydrous toluene. The tube was flushed with dry nitrogen gas, then capped and wrapped in aluminum foil. The reaction mixture was stirred and heated to 80° C. overnight, then allowed to cool, and the reaction vessel was opened. The mixture was diluted...